This data is from the Open Reaction Database (ORD), a public repository of structured organic reaction records. The task is: describe an organic reaction: reactants, conditions, products, and yield The reactants are C/C(=C/CO)/CCC=C(C)C ((Z)-3,7-dimethyl-2,6-octadien-1-ol), P(Br)(Br)Br (phosphorous tribromide). Solvent: C(C)OCC (ethyl ether). Run at time 0.5 hour. The product is BrC\C=C(/CCC=C(C)C)\C ((Z)-1-bromo-3,7-dimethyl-2,6-octadiene). As a reaction SMILES: [CH3:1]/[C:2](/[CH2:6][CH2:7][CH:8]=[C:9]([CH3:11])[CH3:10])=[CH:3]/[CH2:4]O.P(Br)(Br)[Br:13]>C(OCC)C>[Br:13][CH2:4]/[CH:3]=[C:2](/[CH3:1])\[CH2:6][CH2:7][CH:8]=[C:9]([CH3:11])[CH3:10]. Procedure details: A stirred solution of 51.4 grams of (Z)-3,7-dimethyl-2,6-octadien-1-ol in 400 milliliters of dry ethyl ether, protected from light, is treated with 29.8 grams of phosphorous tribromide, dropwise, over a 1/2 hour period. The mixture is refluxed for about 2.5 hours, then cooled, poured on ice water and extracted with ether. The ethereal extract is washed with sodium bicarbonate, then with water and dried over sodium sulfate. Solvent is removed under reduced pressure to yield (Z)-1-bromo-3,7-dimeth... Reactants: CO, COC(=O)C1CN(c2cc(F)c3c(c2)oc(=O)n3C)C(=O)O1, N. Yields the product Cn1c(=O)oc2cc(N3CC(C(N)=O)OC3=O)cc(F)c21. RXN SMILES: [CH3:24][OH:25].[CH3:2][O:3][C:4](=[O:5])[CH:6]1[CH2:7][N:8]([c:12]2[cH:13][c:14]3[c:15]([n:16]([CH3:20])[c:17](=[O:19])[o:18]3)[c:21]([F:23])[cH:22]2)[C:9](=[O:11])[O:10]1.[NH3:1]>>[NH2:1][C:4](=[O:3])[CH:6]1[CH2:7][N:8]([c:12]2[cH:13][c:14]3[c:15]([n:16]([CH3:20])[c:17](=[O:19])[o:18]3)[c:21]([F:23])[cH:22]2)[C:9](=[O:11])[O:10]1. Starting materials: C(C1=CC=CC=C1)OC(=O)N1C(=NC(C1)=O)N (2-amino-4-oxo-4,5-dihydro-imidazole-1-carboxylic acid benzyl ester), COC1=CC=C(CCl)C=C1 (4-methoxybenzylchloride), CCN(C(C)C)C(C)C (Hunig's base). The solvent is C(C)#N (acetonitrile). Yields the product C(C1=CC=CC=C1)OC(=O)N1C(=NC(C1)=O)NCC1=C(C=CC=C1)OC (2-(2-methoxyl-benzylamino)-4-oxo-4,5-dihydro-imidazole-1-carboxylic acid benzyl ester). The yield is 42.4%. As a reaction SMILES: [CH2:1]([O:8][C:9]([N:11]1[CH2:15][C:14](=[O:16])[N:13]=[C:12]1[NH2:17])=[O:10])[C:2]1[CH:7]=[CH:6][CH:5]=[CH:4][CH:3]=1.[CH3:18][O:19][C:20]1[CH:27]=[CH:26][C:23](CCl)=[CH:22][CH:21]=1.[CH3:28]CN(C(C)C)C(C)C>C(#N)C>[CH2:1]([O:8][C:9]([N:11]1[CH2:15][C:14](=[O:16])[N:13]=[C:12]1[NH:17][CH2:28][C:27]1[CH:26]=[CH:23][CH:22]=[CH:21][C:20]=1[O:19][CH3:18])=[O:10])[C:2]1[CH:7]=[CH:6][CH:5]=[CH:4][CH:3]=1. Reported procedure: A suspension of 2-amino-4-oxo-4,5-dihydro-imidazole-1-carboxylic acid benzyl ester (93.2 mg, 0.40 mmol), 4-methoxybenzylchloride (56.24 mg, 0.40 mmol) and Hunig's base (77.40 mg, 0.60 mmol) in acetonitrile (6 mL) was heated to reflux under argon for 13 hrs. Cool to r.t., the reaction mixture was partitioned between EtOAc and water. The organic layer was dried over Na2SO4 and concentrated to give an oil which was purified by preparative TLC, eluted with 50% nHex/EtOAc to give 2-(2-methoxyl-benzyl... Reactants: OC(C[C@@]1(CCN(C(O1)=O)[C@@H](CC)C1=CC=C(C=C1)B1OC(C(O1)(C)C)(C)C)C1=CC=CC=C1)(C)C ((S)-6-(2-hydroxy-2-methylpropyl)-6-phenyl-3-((S)-1-(4-(4,4,5,5-tetramethyl-1,3,2-dioxaborolan-2-yl)phenyl)propyl)-1,3-oxazinan-2-one), IC1=CC(N(C=C1)C(C)C)=O (4-iodo-1-isopropylpyridin-2(1H)-one). Yields the product OC(C[C@@]1(CCN(C(O1)=O)[C@@H](C)C1=CC=C(C=C1)C1=CC(N(C=C1)C(C)C)=O)C1=CC=CC=C1)(C)C ((S)-6-(2-hydroxy-2-methylpropyl)-3-((S)-1-(4-(1-isopropyl-2-oxo-1,2-dihydropyridin-4-yl)phenyl)ethyl)-6-phenyl-1,3-oxazinan-2-one). Reaction SMILES: [OH:1][C:2]([CH3:36])([CH3:35])[CH2:3][C@@:4]1([C:29]2[CH:34]=[CH:33][CH:32]=[CH:31][CH:30]=2)[O:9][C:8](=[O:10])[N:7]([C@H:11]([C:14]2[CH:19]=[CH:18][C:17](B3OC(C)(C)C(C)(C)O3)=[CH:16][CH:15]=2)[CH2:12]C)[CH2:6][CH2:5]1.I[C:38]1[CH:43]=[CH:42][N:41]([CH:44]([CH3:46])[CH3:45])[C:40](=[O:47])[CH:39]=1>>[OH:1][C:2]([CH3:35])([CH3:36])[CH2:3][C@@:4]1([C:29]2[CH:34]=[CH:33][CH:32]=[CH:31][CH:30]=2)[O:9][C:8](=[O:10])[N:7]([C@H:11]([C:14]2[CH:15]=[CH:16][C:17]([C:38]3[CH:43]=[CH:42][N:41]([CH:44]([CH3:46])[CH3:45])[C:40](=[O:47])[CH:39]=3)=[CH:18][CH:19]=2)[CH3:12])[CH2:6][CH2:5]1. Procedure: The title compound was prepared from (S)-6-(2-hydroxy-2-methylpropyl)-6-phenyl-3-((S)-1-(4-(4,4,5,5-tetramethyl-1,3,2-dioxaborolan-2-yl)phenyl)propyl)-1,3-oxazinan-2-one and 4-iodo-1-isopropylpyridin-2(1H)-one following a procedure analogous to that described in Example 6 Step 1. LC-MS Method 2 tR=1.846 min, m/z=489.2; 1H NMR (CDCl3) 1.10 (s, 3H), 1.24 (s, 3H), 1.39 (d, 6H), 1.52 (d, 3H), 2.17-2.31 (m, 4H), 2.35-2.46 (m, 1H), 2.88 (m, 1H), 5.27 (m, 1H), 5.69 (m, 1H), 6.49 (d, 1H), 6.88 (s, 1H), ...